This data is from the Open Reaction Database (ORD), a public repository of structured organic reaction records. The task is: describe an organic reaction: reactants, conditions, products, and yield Run at time 8 hour. Isolated yield 98.0%. The reactants are C(C)OC(CC(C1=CC=CC=C1)C=1C=C2C=CNC2=CC1)=O (3-(1H-indol-5-yl)-3-phenyl-propionic acid ethyl ester), O (water), [OH-].[K+] (potassium hydroxide). Reported procedure: To a solution of 3-(1H-indol-5-yl)-3-phenyl-propionic acid ethyl ester CCLXXIII (0.48 g, 1.6 mmol) in ethanol (30 mL) was added water (ca. 5 mL) followed by potassium hydroxide in pellets (ca. 0.6 g) and the resulting mixture was stirred at room temperature overnight. The reaction mixture was evaporated under reduced pressure to remove the organic solvent and the residue was diluted with water (50 mL) and diethyl ether (50 mL). The resulting mixture was acidified by addition of an aqueous soluti... Solvent: C(C)O (ethanol). Reaction SMILES: C([O:3][C:4](=[O:22])[CH2:5][CH:6]([C:13]1[CH:14]=[C:15]2[C:19](=[CH:20][CH:21]=1)[NH:18][CH:17]=[CH:16]2)[C:7]1[CH:12]=[CH:11][CH:10]=[CH:9][CH:8]=1)C.O.[OH-].[K+]>C(O)C>[NH:18]1[C:19]2[C:15](=[CH:14][C:13]([CH:6]([C:7]3[CH:8]=[CH:9][CH:10]=[CH:11][CH:12]=3)[CH2:5][C:4]([OH:22])=[O:3])=[CH:21][CH:20]=2)[CH:16]=[CH:17]1 |f:2.3|. Yields the product N1C=CC2=CC(=CC=C12)C(CC(=O)O)C1=CC=CC=C1 (3-(1H-indol-5-yl)-3-phenyl-propionic acid).